From a dataset of the Open Reaction Database (ORD), a public repository of structured organic reaction records. describe an organic reaction: reactants, conditions, products, and yield Reactants: OC1C(C2=CC=C(C=C2C1)C(F)(F)F)N1[C@H](CN(CC1)C1(CCN(CC1)C(=O)OC(C)(C)C)C)C (t-butyl 4-{(3S)-4-[2-hydroxy-5-(trifluoromethyl)-2,3-dihydro-1H-inden-1-yl]-3-methylpiperazin-1-yl}-4-methylpiperidine-1-carboxylate), [H-].[Na+] (Sodium hydride), O (water), ICC (iodoethane). Run in CN(C)C=O (DMF), CN(C)C=O (DMF). Run at time 1 hour. The product is C(C)OC1C(C2=CC=C(C=C2C1)C(F)(F)F)N1[C@H](CN(CC1)C1(CCN(CC1)C(=O)OC(C)(C)C)C)C (t-Butyl 4-{(3S)-4-[2-Ethoxy-5-(trifluoromethyl)-2,3-dihydro-1H-inden-1-yl]-3-methylpiperazin-1-yl}-4-methylpiperidine-1-carboxylate). Isolated yield 91.6%. Reaction SMILES: [H-].[Na+].[OH:3][CH:4]1[CH2:12][C:11]2[C:6](=[CH:7][CH:8]=[C:9]([C:13]([F:16])([F:15])[F:14])[CH:10]=2)[CH:5]1[N:17]1[CH2:22][CH2:21][N:20]([C:23]2([CH3:36])[CH2:28][CH2:27][N:26]([C:29]([O:31][C:32]([CH3:35])([CH3:34])[CH3:33])=[O:30])[CH2:25][CH2:24]2)[CH2:19][C@@H:18]1[CH3:37].I[CH2:39][CH3:40].O>CN(C=O)C>[CH2:39]([O:3][CH:4]1[CH2:12][C:11]2[C:6](=[CH:7][CH:8]=[C:9]([C:13]([F:16])([F:14])[F:15])[CH:10]=2)[CH:5]1[N:17]1[CH2:22][CH2:21][N:20]([C:23]2([CH3:36])[CH2:24][CH2:25][N:26]([C:29]([O:31][C:32]([CH3:35])([CH3:34])[CH3:33])=[O:30])[CH2:27][CH2:28]2)[CH2:19][C@@H:18]1[CH3:37])[CH3:40] |f:0.1|. Reported procedure: Sodium hydride (5.225 g, 0.1306 mol) was mixed with dry DMF (150 mL) at 0° C. A solution of t-butyl 4-{(3S)-4-[2-hydroxy-5-(trifluoromethyl)-2,3-dihydro-1H-inden-1-yl]-3-methylpiperazin-1-yl}-4-methylpiperidine-1-carboxylate (50.0 g, 0.1005 mol) in DMF (100 mL) was added dropwise at 0° C over 20 min. After the addition, the mixture was stirred for another 20 min before iodoethane (12.06 mL, 0.1507 mol) was added at one portion. After being stirred for 1 h, the reaction content was carefully pour... Starting materials: ClC1=C(C=C(C=C1)Cl)C=1C(=NC(=CC1)N)N (3-(2,5-dichlorophenyl)pyridine-2,6-diamine), O1N=C(C=N1)C(=O)O (1,2,5-oxadiazole-3-carboxylic acid), N1=C(C=CC=C1C)C (lutidine), acid chloride. Product: NC1=C(C=CC(=N1)NC(=O)C1=NON=C1)C1=C(C=CC(=C1)Cl)Cl (N-[6-Amino-5-(2,5-dichlorophenyl)pyridin-2-yl]-1,2,5-oxadiazole-3-carboxamide). As a reaction SMILES: [Cl:1][C:2]1[CH:7]=[CH:6][C:5]([Cl:8])=[CH:4][C:3]=1[C:9]1[C:10]([NH2:16])=[N:11][C:12]([NH2:15])=[CH:13][CH:14]=1.N1C(C)=CC=CC=1C.[O:25]1[N:29]=[CH:28][C:27]([C:30](O)=[O:31])=[N:26]1>>[NH2:16][C:10]1[N:11]=[C:12]([NH:15][C:30]([C:27]2[CH:28]=[N:29][O:25][N:26]=2)=[O:31])[CH:13]=[CH:14][C:9]=1[C:3]1[CH:4]=[C:5]([Cl:8])[CH:6]=[CH:7][C:2]=1[Cl:1]. Procedure: N-[6-Amino-5-(2,5-dichlorophenyl)pyridin-2-yl]-1,2,5-oxadiazole-3-carboxamide was prepared by a method analogous to Method A, as described for Example 1 above, using 3-(2,5-dichlorophenyl)pyridine-2,6-diamine (Preparation 7), 1 equivalent lutidine and 1 equivalent acid chloride prepared from 1,2,5-oxadiazole-3-carboxylic acid.